Dataset: the Open Reaction Database (ORD), a public repository of structured organic reaction records. Task: describe an organic reaction: reactants, conditions, products, and yield The reactants are C1(=CC=CC=C1)CC(=O)NN (phenylacetic hydrazide), Cl.CNC(CCCC=C)=NC (N,N′-dimethyl-5-hexenimidamide hydrochloride). The product is CN1C(=NN=C1CC1=CC=CC=C1)CCCC=C (4-methyl-3-(4-penten-1-yl)-5-(phenylmethyl)-4H-1,2,4-triazole). RXN SMILES: [C:1]1([CH2:7][C:8]([NH:10][NH2:11])=O)[CH:6]=[CH:5][CH:4]=[CH:3][CH:2]=1.Cl.[CH3:13][NH:14][C:15](=NC)[CH2:16][CH2:17][CH2:18][CH:19]=[CH2:20]>>[CH3:13][N:14]1[C:8]([CH2:7][C:1]2[CH:6]=[CH:5][CH:4]=[CH:3][CH:2]=2)=[N:10][N:11]=[C:15]1[CH2:16][CH2:17][CH2:18][CH:19]=[CH2:20] |f:1.2|. Reported procedure: The title compound was prepared in analogy to Preparation 11 in 0.18 g yield starting from phenylacetic hydrazide (0.5 g) and N,N′-dimethyl-5-hexenimidamide hydrochloride (0.62 g). MS (m/z): 242 [MH]+. Reactants: O=C1NC2=CC=CC=C2C=C1C1=CC=CC=C1 (1,2-dihydro-2-oxo-3-phenylquinoline), C(C)OC(CBr)=O (bromoacetic acid ethyl ester), [OH-].[K+] (potassium hydroxide), ice water, S(O)(O)(=O)=O (sulphuric acid). The reagents and catalysts are [Br-].C(CCC)[N+](CCCC)(CCCC)CCCC (tetrabutylammonium bromide). Solvent: O1CCCC1 (tetrahydrofuran). Product: C(C)OC(CN1C(C(=CC2=CC=CC=C12)C1=CC=CC=C1)=O)=O (1,2-Dihydro-2-oxo-3-phenylquinol-1-yl-acetic acid ethyl ester). Yield: 72.6%. As a reaction SMILES: [O:1]=[C:2]1[C:11]([C:12]2[CH:17]=[CH:16][CH:15]=[CH:14][CH:13]=2)=[CH:10][C:9]2[C:4](=[CH:5][CH:6]=[CH:7][CH:8]=2)[NH:3]1.[CH2:18]([O:20][C:21](=[O:24])[CH2:22]Br)[CH3:19].[OH-].[K+].S(=O)(=O)(O)O>[Br-].C([N+](CCCC)(CCCC)CCCC)CCC.O1CCCC1>[CH2:18]([O:20][C:21](=[O:24])[CH2:22][N:3]1[C:4]2[C:9](=[CH:8][CH:7]=[CH:6][CH:5]=2)[CH:10]=[C:11]([C:12]2[CH:13]=[CH:14][CH:15]=[CH:16][CH:17]=2)[C:2]1=[O:1])[CH3:19] |f:2.3,5.6|. Procedure details: 17 g of 1,2-dihydro-2-oxo-3-phenylquinoline, 12.8 g of bromoacetic acid ethyl ester, 2.5 g of tetrabutylammonium bromide and 6.2 g of powdered potassium hydroxide are stirred in 250 ml of tetrahydrofuran at room temperature for 16 hours. The mixture is poured into 1 l of ice-water, acidified to pH 3 to 4 with dilute sulphuric acid and extracted with diethyl ether and the organic phase is dried over sodium sulphate, treated with active charcoal and concentrated. 17.1 g of the title compound are o...